Dataset: the Open Reaction Database (ORD), a public repository of structured organic reaction records. Task: describe an organic reaction: reactants, conditions, products, and yield Reactants: [Br-], COc1ccc(C2OCC(C)(C)C(C=O)O2)cc1, [Li]CCCC, C[P+](c1ccccc1)(c1ccccc1)c1ccccc1, CCCCCC, C1CCOC1. Yields the product C=CC1OC(c2ccc(OC)cc2)OCC1(C)C. RXN SMILES: [Br-:30].[CH3:12][O:13][c:14]1[cH:15][cH:16][c:17]([CH:20]2[O:21][CH2:22][C:23]([CH3:28])([CH3:29])[CH:24]([CH:26]=[O:27])[O:25]2)[cH:18][cH:19]1.[CH3:1][CH2:2][CH2:3][CH2:4][Li:5].[CH3:31][P+:32]([c:33]1[cH:34][cH:35][cH:36][cH:37][cH:38]1)([c:39]1[cH:40][cH:41][cH:42][cH:43][cH:44]1)[c:45]1[cH:46][cH:47][cH:48][cH:49][cH:50]1.[CH3:6][CH2:7][CH2:8][CH2:9][CH2:10][CH3:11].[O:51]1[CH2:52][CH2:53][CH2:54][CH2:55]1>>[CH2:1]=[CH:26][CH:24]1[C:23]([CH3:28])([CH3:29])[CH2:22][O:21][CH:20]([c:17]2[cH:16][cH:15][c:14]([O:13][CH3:12])[cH:19][cH:18]2)[O:25]1.